This data is from the Open Reaction Database (ORD), a public repository of structured organic reaction records. The task is: describe an organic reaction: reactants, conditions, products, and yield Reactants: Cc1ccccc1, OC(CCl)CCl, ClC(c1ccccc1)c1ccccc1. The product is ClCC(CCl)OC(c1ccccc1)c1ccccc1. As a reaction SMILES: [CH3:21][c:22]1[cH:23][cH:24][cH:25][cH:26][cH:27]1.[OH:15][CH:16]([CH2:17][Cl:18])[CH2:19][Cl:20].[c:1]1([CH:7]([c:8]2[cH:9][cH:10][cH:11][cH:12][cH:13]2)[Cl:14])[cH:2][cH:3][cH:4][cH:5][cH:6]1>>[c:1]1([CH:7]([c:8]2[cH:9][cH:10][cH:11][cH:12][cH:13]2)[O:15][CH:16]([CH2:17][Cl:18])[CH2:19][Cl:20])[cH:2][cH:3][cH:4][cH:5][cH:6]1. The reactants are [N+](=O)([O-])C=1C(NC2=CC=CC=C2C1O)=O (3-nitro-4-hydroxy-1,2-dihydroquinolin-2-one), [N+](=O)([O-])[O-].[K+] (KNO3), ice water. Run in OS(=O)(=O)O (H2SO4). Run at time 20 hour. Product: [N+](=O)([O-])C=1C(NC2=CC=C(C=C2C1O)[N+](=O)[O-])=O (3, 6-Dinitro-4-hydroxy-1,2-dihydroquinolin-2-one). The yield is 68.3%. Reaction SMILES: [N+:1]([C:4]1[C:5](=[O:15])[NH:6][C:7]2[C:12]([C:13]=1[OH:14])=[CH:11][CH:10]=[CH:9][CH:8]=2)([O-:3])=[O:2].[N+:16]([O-])([O-:18])=[O:17].[K+]>OS(O)(=O)=O>[N+:1]([C:4]1[C:5](=[O:15])[NH:6][C:7]2[C:12]([C:13]=1[OH:14])=[CH:11][C:10]([N+:16]([O-:18])=[O:17])=[CH:9][CH:8]=2)([O-:3])=[O:2] |f:1.2|. Reported procedure: A solution of 724 mg (3.51 retool) of 3-nitro-4-hydroxy-1,2-dihydroquinolin-2-one and 401 mg (3.97 retool) of KNO3 in 4 mL of 96% H2SO4 was stirred in an ice-bath for 30 min, then 25° C. for 20 h. The solution was added into 25 mL of ice-water to give a yellow precipitate and the mixture was stirred for 1 h, filtered and washed with water, and dried to leave 602 mg (68%) of title compound as a yellow solid, mp 197°-198° C. (decomposed, lit (Buckle et al., supra) 199° -200° C.). 1H NMR (CDCl3 +DM... Starting materials: ClC1=NC=CC=C1C (2-chloro-3-methylpyridine), FC(C1=CC=C(C=C1)B(O)O)(F)F (4-(trifluoromethyl)benzeneboronic acid). The reagents and catalysts are [Pd].C1(=CC=CC=C1)P(C1=CC=CC=C1)C1=CC=CC=C1.C1(=CC=CC=C1)P(C1=CC=CC=C1)C1=CC=CC=C1.C1(=CC=CC=C1)P(C1=CC=CC=C1)C1=CC=CC=C1.C1(=CC=CC=C1)P(C1=CC=CC=C1)C1=CC=CC=C1 (Tetrakis (triphenylphosphine) palladium (0)). The solvent is COCCOC (DME), C(=O)([O-])[O-].[Na+].[Na+] (Na2CO3). Yields the product CC=1C(=NC=CC1)C1=CC=C(C=C1)C(F)(F)F (3-Methyl-2-[4-(trifluoromethyl)phenyl]pyridine). RXN SMILES: Cl[C:2]1[C:7]([CH3:8])=[CH:6][CH:5]=[CH:4][N:3]=1.[F:9][C:10]([F:21])([F:20])[C:11]1[CH:16]=[CH:15][C:14](B(O)O)=[CH:13][CH:12]=1>COCCOC.C([O-])([O-])=O.[Na+].[Na+].[Pd].C1(P(C2C=CC=CC=2)C2C=CC=CC=2)C=CC=CC=1.C1(P(C2C=CC=CC=2)C2C=CC=CC=2)C=CC=CC=1.C1(P(C2C=CC=CC=2)C2C=CC=CC=2)C=CC=CC=1.C1(P(C2C=CC=CC=2)C2C=CC=CC=2)C=CC=CC=1>[CH3:8][C:7]1[C:2]([C:14]2[CH:15]=[CH:16][C:11]([C:10]([F:21])([F:20])[F:9])=[CH:12][CH:13]=2)=[N:3][CH:4]=[CH:5][CH:6]=1 |f:3.4.5,6.7.8.9.10|. Procedure: A mixture of 2-chloro-3-methylpyridine (6.38 g, 50 mmol) and 4-(trifluoromethyl)benzeneboronic acid (9.59 g, 50 mmol) in DME (75 ml) and Na2CO3 solution (2M, 75 ml) was deoxygenated by bubbling nitrogen through the mixture for 15 mins. Tetrakis (triphenylphosphine) palladium (0) (1.155 g, 1.0 mmol) was added and the reaction was degassed for a further 10 mins. The reaction was heated at reflux for 16 hrs then cooled to rt. The mixture was extracted with EtOAc (×3), the combined extracts were was... Yields the product CCOC(=O)c1c(C=Cc2cccc(OC(F)F)c2OCCC(C)C)nc2ccccn12. As a reaction SMILES: [Br:28][CH2:29][CH2:30][CH:31]([CH3:32])[CH3:33].[C:34](=[O:35])([O-:36])[O-:37].[CH3:69][N:70]([CH3:71])[CH:72]=[O:73].[F:1][CH:2]([O:3][c:4]1[c:5]([OH:26])[c:6]([CH:10]=[CH:11][c:12]2[n:13][c:14]3[n:15]([cH:16][cH:17][cH:18][cH:19]3)[c:20]2[C:21](=[O:22])[O:23][CH2:24][CH3:25])[cH:7][cH:8][cH:9]1)[F:27].[F:40][CH:41]([F:42])[O:43][c:44]1[c:45]([O:46][CH2:47][C:48]([CH3:49])([CH3:50])[CH3:51])[c:52]([CH:53]=[CH:54][c:55]2[n:56][c:57]3[n:58]([c:59]2[C:60]([OH:61])=[O:62])[cH:63][cH:64][s:65]3)[cH:66][cH:67][cH:68]1.[K+:38].[K+:39]>>[F:1][CH:2]([O:3][c:4]1[c:5]([O:26][CH2:29][CH2:30][CH:31]([CH3:32])[CH3:33])[c:6]([CH:10]=[CH:11][c:12]2[n:13][c:14]3[n:15]([cH:16][cH:17][cH:18][cH:19]3)[c:20]2[C:21](=[O:22])[O:23][CH2:24][CH3:25])[cH:7][cH:8][cH:9]1)[F:27]. Starting materials: CC(C)CCBr, O=C([O-])[O-], CN(C)C=O, CCOC(=O)c1c(C=Cc2cccc(OC(F)F)c2O)nc2ccccn12, CC(C)(C)COc1c(C=Cc2nc3sccn3c2C(=O)O)cccc1OC(F)F, [K+], [K+]. Reactants: CCOC(C)=O, CCCCCC, Cc1c(C)c2c(c(C)c1NC(=O)CC(C)(C)C)C(O)(C1CCCCC1)C(C)(C)O2. Product: Cc1c(C)c2c(c(C)c1NC(=O)CC(C)(C)C)C(C1CCCCC1)C(C)(C)O2. RXN SMILES: [C:36]([O:37][CH2:38][CH3:39])(=[O:40])[CH3:41].[CH3:30][CH2:31][CH2:32][CH2:33][CH2:34][CH3:35].[CH:1]1([C:7]2([OH:29])[C:8]([CH3:27])([CH3:28])[O:9][c:10]3[c:11]2[c:12]([CH3:26])[c:13]([NH:18][C:19]([CH2:20][C:21]([CH3:22])([CH3:23])[CH3:24])=[O:25])[c:14]([CH3:17])[c:15]3[CH3:16])[CH2:2][CH2:3][CH2:4][CH2:5][CH2:6]1>>[CH:1]1([CH:7]2[C:8]([CH3:27])([CH3:28])[O:9][c:10]3[c:11]2[c:12]([CH3:26])[c:13]([NH:18][C:19]([CH2:20][C:21]([CH3:22])([CH3:23])[CH3:24])=[O:25])[c:14]([CH3:17])[c:15]3[CH3:16])[CH2:2][CH2:3][CH2:4][CH2:5][CH2:6]1. Run at temperature 80 celsius, time 14 hour. Run in CN(C(C)=O)C (N,N-dimethylacetamide). As a reaction SMILES: [CH3:1][C:2]1[CH:3]=[C:4]([C:9]2[N:10]=[C:11]([NH2:20])[S:12][C:13]=2[C:14]2[CH:19]=[CH:18][N:17]=[CH:16][CH:15]=2)[CH:5]=[C:6]([CH3:8])[CH:7]=1.[CH2:21]([N:23]=[C:24]=[O:25])[CH3:22].C(=O)([O-])O.[Na+]>CN(C)C(=O)C>[CH3:1][C:2]1[CH:3]=[C:4]([C:9]2[N:10]=[C:11]([NH:20][C:24]([NH:23][CH2:21][CH3:22])=[O:25])[S:12][C:13]=2[C:14]2[CH:19]=[CH:18][N:17]=[CH:16][CH:15]=2)[CH:5]=[C:6]([CH3:8])[CH:7]=1 |f:2.3|. Starting materials: CC=1C=C(C=C(C1)C)C=1N=C(SC1C1=CC=NC=C1)N ([4-(3,5-dimethylphenyl)-5-(4-pyridyl)-1,3-thiazol-2-yl]amine), C(C)N=C=O (ethyl isocyanate), C(O)([O-])=O.[Na+] (sodium hydrogencarbonate). Isolated yield 42.6%. Yields the product CC=1C=C(C=C(C1)C)C=1N=C(SC1C1=CC=NC=C1)NC(=O)NCC (N-[4-(3,5-dimethylphenyl)-5-(4-pyridyl)-1,3-thiazol-2-yl]-N′-ethylurea). Reported procedure: To a solution of [4-(3,5-dimethylphenyl)-5-(4-pyridyl)-1,3-thiazol-2-yl]amine (0.51 g, 1.8 mmol) in N,N-dimethylacetamide (10 mL) was added ethyl isocyanate (0.20 g, 2.8 mmol) and the mixture was stirred at 80° C. for 14 h. To the reaction mixture was poured aqueous sodium hydrogencarbonate solution and the precipitated solid was collected by filtration. The obtained solid was washed with water and dried. The crude crystals were recrystallized from ethanol to give the title compound (0.27 g, yie... Starting materials: CC(C)(C)P(c1ccccc1-c1ccccc1)C(C)(C)C, CC(=O)[O-], CC(=O)[O-], CCOC(C)=O, CS(=O)(=O)c1ccc(Br)cc1, COCOc1cc(O)cc(C(=O)OC)c1, Cc1ccccc1, [K+], [K+], [K+], O=P([O-])([O-])[O-], [Pd+2]. Yields the product COCOc1cc(Oc2ccc(S(C)(=O)=O)cc2)cc(C(=O)OC)c1. RXN SMILES: [C:12]([P:13]([C:14]([CH3:15])([CH3:16])[CH3:17])[c:18]1[cH:19][cH:20][cH:21][cH:22][c:23]1-[c:24]1[cH:25][cH:26][cH:27][cH:28][cH:29]1)([CH3:30])([CH3:31])[CH3:32].[C:63]([O-:64])(=[O:65])[CH3:66].[C:68]([O-:69])(=[O:70])[CH3:71].[CH2:72]([O:73][C:74](=[O:75])[CH3:76])[CH3:77].[CH3:1][S:2](=[O:3])(=[O:4])[c:5]1[cH:6][cH:7][c:8]([Br:11])[cH:9][cH:10]1.[CH3:41][O:42][C:43]([c:44]1[cH:45][c:46]([O:51][CH2:52][O:53][CH3:54])[cH:47][c:48]([OH:50])[cH:49]1)=[O:55].[CH3:56][c:57]1[cH:58][cH:59][cH:60][cH:61][cH:62]1.[K+:38].[K+:39].[K+:40].[P:33]([O-:34])([O-:35])([O-:36])=[O:37].[Pd+2:67]>>[CH3:1][S:2](=[O:3])(=[O:4])[c:5]1[cH:6][cH:7][c:8]([O:50][c:48]2[cH:47][c:46]([O:51][CH2:52][O:53][CH3:54])[cH:45][c:44]([C:43]([O:42][CH3:41])=[O:55])[cH:49]2)[cH:9][cH:10]1. The reactants are Cl, NO, Nc1ncccc1C=O, c1ccncc1. Product: Nc1ncccc1C=NO. As a reaction SMILES: [ClH:10].[NH2:11][OH:12].[NH2:1][c:2]1[n:3][cH:4][cH:5][cH:6][c:7]1[CH:8]=[O:9].[cH:13]1[cH:14][cH:15][n:16][cH:17][cH:18]1>>[NH2:1][c:2]1[n:3][cH:4][cH:5][cH:6][c:7]1[CH:8]=[N:11][OH:12]. The reactants are C(#N)C(C(=O)OCC)=C1CCN(CC1)C(=O)OC(C)(C)C (tert-butyl 4-(1-cyano-2-ethoxy-2-oxoethylidene)piperidine-1-carboxylate), N#N (N2), C1(=C(C=CC=C1)[Mg]Br)C (o-tolylmagnesium bromide). The reagents and catalysts are [Cu](I)I (copper iodide). The solvent is C1CCOC1 (THF). Run at temperature 0 celsius, time 2 hour. The product is C(#N)C(C(=O)OCC)C1(CCN(CC1)C(=O)OC(C)(C)C)C1=C(C=CC=C1)C (tert-butyl 4-(1-cyano-2-ethoxy-2-oxoethyl)-4-o-tolylpiperidine-1-carboxylate). Yield: 88.0%. RXN SMILES: [C:1]([C:3](=[C:9]1[CH2:14][CH2:13][N:12]([C:15]([O:17][C:18]([CH3:21])([CH3:20])[CH3:19])=[O:16])[CH2:11][CH2:10]1)[C:4]([O:6][CH2:7][CH3:8])=[O:5])#[N:2].[C:22]1([CH3:30])[CH:27]=[CH:26][CH:25]=[CH:24][C:23]=1[Mg]Br.N#N>[Cu](I)I.C1COCC1>[C:1]([CH:3]([C:9]1([C:23]2[CH:24]=[CH:25][CH:26]=[CH:27][C:22]=2[CH3:30])[CH2:10][CH2:11][N:12]([C:15]([O:17][C:18]([CH3:20])([CH3:19])[CH3:21])=[O:16])[CH2:13][CH2:14]1)[C:4]([O:6][CH2:7][CH3:8])=[O:5])#[N:2]. Reported procedure: A mixture of tert-butyl 4-(1-cyano-2-ethoxy-2-oxoethylidene)piperidine-1-carboxylate (196 mg, 0.667 mmol), copper iodide (39 mg, 0.3 equiv) and dry THF (4 mL) was degassed and recharged with N2 gas (3×), and cooled to 0° C. A solution of o-tolylmagnesium bromide (2.0 M in ether, 600 μL, 1.8 equiv) was added dropwise. The mixture was stirred 1 h at 0° C. under protection of N2 gas before being warmed to rt slowly and stirred 2 h at rt. LC-MS found the reaction was complete. The mixture was cooled... Reactants: C(C)OC(=O)C1=C(OC2=CC3=C(NC(=N3)C3=NC=CC=C3)C=C2OC2=CC=C(C=C2)S(=O)(=O)C)C=CC=C1 (5-(2-Ethoxycarbonyl-phenoxy)-6-(4-methanesulfonyl-phenoxy)-2-pyridin-2-yl-1H-benzimidazole), OC1=NC=CC=C1 (2-hydroxypyridine). Product: N1=C(C=CC=C1)OC1=CC2=C(NC(=N2)C2=NC=CC=C2)C=C1OC1=CC=C(C=C1)S(=O)(=O)C (5-(Pyridin-2-yloxy)-2-pyridin-2-yl-6-(4-methanesulfonyl-phenoxy)-1H-benzimidazole). As a reaction SMILES: C(OC([C:6]1[CH:38]=[CH:37][CH:36]=C[C:7]=1[O:8][C:9]1[C:23]([O:24][C:25]2[CH:30]=[CH:29][C:28]([S:31]([CH3:34])(=[O:33])=[O:32])=[CH:27][CH:26]=2)=[CH:22][C:12]2[NH:13][C:14]([C:16]3[CH:21]=[CH:20][CH:19]=[CH:18][N:17]=3)=[N:15][C:11]=2[CH:10]=1)=O)C.OC1C=CC=C[N:41]=1>>[N:41]1[CH:36]=[CH:37][CH:38]=[CH:6][C:7]=1[O:8][C:9]1[C:23]([O:24][C:25]2[CH:26]=[CH:27][C:28]([S:31]([CH3:34])(=[O:32])=[O:33])=[CH:29][CH:30]=2)=[CH:22][C:12]2[NH:13][C:14]([C:16]3[CH:21]=[CH:20][CH:19]=[CH:18][N:17]=3)=[N:15][C:11]=2[CH:10]=1. Procedure: The entitled compound was obtained as a brown solid in the same method as in Example 14 or in accordance with the method or by combining it with an ordinary method but using 5-fluoro-4-(4-methanesulfonyl-phenoxy)-2-nitro-phenylamine obtained in Example 14 and 2-hydroxypyridine.